From a dataset of the Open Reaction Database (ORD), a public repository of structured organic reaction records. describe an organic reaction: reactants, conditions, products, and yield Starting materials: CO, CCOC(=O)C1(c2ccc([N+](=O)[O-])c(OCC(F)(F)F)c2)CCC1, [OH-], [OH-], [Pd+2]. Yields the product CCOC(=O)C1(c2ccc(N)c(OCC(F)(F)F)c2)CCC1. RXN SMILES: [CH3:25][OH:26].[N+:1]([O-:2])(=[O:3])[c:4]1[c:5]([O:19][CH2:20][C:21]([F:22])([F:23])[F:24])[cH:6][c:7]([C:10]2([C:14](=[O:15])[O:16][CH2:17][CH3:18])[CH2:11][CH2:12][CH2:13]2)[cH:8][cH:9]1.[OH-:27].[OH-:28].[Pd+2:29]>>[NH2:1][c:4]1[c:5]([O:19][CH2:20][C:21]([F:22])([F:23])[F:24])[cH:6][c:7]([C:10]2([C:14](=[O:15])[O:16][CH2:17][CH3:18])[CH2:11][CH2:12][CH2:13]2)[cH:8][cH:9]1. Starting materials: ClCCCl, Cc1nc(Cl)c(C(=O)O)[nH]1, N#Cc1cc(Cl)cc(Oc2c(Br)ccc(CN)c2F)c1, CN(C)C=O, On1nnc2ccccc21. The product is Cc1nc(Cl)c(C(=O)NCc2ccc(Br)c(Oc3cc(Cl)cc(C#N)c3)c2F)[nH]1. Reaction SMILES: [CH2:1]([Cl:2])[CH2:3][Cl:4].[Cl:35][c:36]1[n:37][c:38]([CH3:44])[nH:39][c:40]1[C:41](=[O:42])[OH:43].[NH2:15][CH2:16][c:17]1[c:18]([F:34])[c:19]([O:24][c:25]2[cH:26][c:27]([C:28]#[N:29])[cH:30][c:31]([Cl:33])[cH:32]2)[c:20]([Br:23])[cH:21][cH:22]1.[O:45]=[CH:46][N:47]([CH3:48])[CH3:49].[OH:5][n:6]1[c:7]2[c:8]([cH:9][cH:10][cH:11][cH:12]2)[n:13][n:14]1>>[NH:15]([CH2:16][c:17]1[c:18]([F:34])[c:19]([O:24][c:25]2[cH:26][c:27]([C:28]#[N:29])[cH:30][c:31]([Cl:33])[cH:32]2)[c:20]([Br:23])[cH:21][cH:22]1)[C:41]([c:40]1[c:36]([Cl:35])[n:37][c:38]([CH3:44])[nH:39]1)=[O:42]. Reactants: O=c1c(Br)c(OCc2ccc(F)cc2F)cc(CO)n1-c1c(F)cccc1F, CC(C)=O. Product: O=C(O)c1cc(OCc2ccc(F)cc2F)c(Br)c(=O)n1-c1c(F)cccc1F. Reaction SMILES: [Br:1][c:2]1[c:3](=[O:28])[n:4](-[c:20]2[c:21]([F:27])[cH:22][cH:23][cH:24][c:25]2[F:26])[c:5]([CH2:18][OH:19])[cH:6][c:7]1[O:8][CH2:9][c:10]1[c:11]([F:17])[cH:12][c:13]([F:16])[cH:14][cH:15]1.[CH3:29][C:30]([CH3:31])=[O:32]>>[Br:1][c:2]1[c:3](=[O:28])[n:4](-[c:20]2[c:21]([F:27])[cH:22][cH:23][cH:24][c:25]2[F:26])[c:5]([C:18](=[O:19])[OH:32])[cH:6][c:7]1[O:8][CH2:9][c:10]1[c:11]([F:17])[cH:12][c:13]([F:16])[cH:14][cH:15]1. Reactants: C1=CC=CC2=CC3=CC=CC=C3C(=C12)COC=1C2=C(C(=NC1C(=O)OCC)I)C(=NO2)C2=CC=CC=C2 (ethyl 7-(anthracen-9-ylmethoxy)-4-iodo-3-phenylisoxazolo[4,5-c]pyridine-6-carboxylate), C(C1=CC=CC=C1)[B-](F)(F)F.[K+] (potassium benzyltrifluoroborate), C([O-])([O-])=O.[Cs+].[Cs+] (cesium carbonate). Reagents/catalysts: C1=CC=C(C=C1)P([C-]2C=CC=C2)C3=CC=CC=C3.C1=CC=C(C=C1)P([C-]2C=CC=C2)C3=CC=CC=C3.Cl[Pd]Cl.[Fe+2] (PdCl2(dppf)). The product is C1=CC=CC2=CC3=CC=CC=C3C(=C12)COC=1C2=C(C(=NC1C(=O)OCC)CC1=CC=CC=C1)C(=NO2)C2=CC=CC=C2 (Ethyl 7-(anthracen-9-ylmethoxy)-4-benzyl-3-phenylisoxazolo[4,5-c]pyridine-6-carboxylate). The yield is 59.0%. Reaction SMILES: [CH:1]1[C:14]2[C:5](=[CH:6][C:7]3[C:12]([C:13]=2[CH2:15][O:16][C:17]2[C:18]4[O:31][N:30]=[C:29]([C:32]5[CH:37]=[CH:36][CH:35]=[CH:34][CH:33]=5)[C:19]=4[C:20](I)=[N:21][C:22]=2[C:23]([O:25][CH2:26][CH3:27])=[O:24])=[CH:11][CH:10]=[CH:9][CH:8]=3)[CH:4]=[CH:3][CH:2]=1.[CH2:38]([B-](F)(F)F)[C:39]1[CH:44]=[CH:43][CH:42]=[CH:41][CH:40]=1.[K+].C(=O)([O-])[O-].[Cs+].[Cs+]>C1C=CC(P(C2C=CC=CC=2)[C-]2C=CC=C2)=CC=1.C1C=CC(P(C2C=CC=CC=2)[C-]2C=CC=C2)=CC=1.Cl[Pd]Cl.[Fe+2]>[CH:1]1[C:14]2[C:5](=[CH:6][C:7]3[C:12]([C:13]=2[CH2:15][O:16][C:17]2[C:18]4[O:31][N:30]=[C:29]([C:32]5[CH:37]=[CH:36][CH:35]=[CH:34][CH:33]=5)[C:19]=4[C:20]([CH2:38][C:39]4[CH:44]=[CH:43][CH:42]=[CH:41][CH:40]=4)=[N:21][C:22]=2[C:23]([O:25][CH2:26][CH3:27])=[O:24])=[CH:11][CH:10]=[CH:9][CH:8]=3)[CH:4]=[CH:3][CH:2]=1 |f:1.2,3.4.5,6.7.8.9|. Procedure: A flask was charged with ethyl 7-(anthracen-9-ylmethoxy)-4-iodo-3-phenylisoxazolo[4,5-c]pyridine-6-carboxylate (200 mg, 0.33 mmol), potassium benzyltrifluoroborate (80 mg, 0.4 mmol), PdCl2(dppf) (27 mg, 0.033 mmol) and cesium carbonate (326 mg, 1.0 mmol). The flask was evacuated and refilled with nitrogen. THF (4 mL) and water (0.4 mL) were added and the mixture was refluxed for 16 h. The solvent was removed in vacuo and the residue was partitioned between EtOAc and 0.5M hydrochloric acid. The a...